From a dataset of the Open Reaction Database (ORD), a public repository of structured organic reaction records. describe an organic reaction: reactants, conditions, products, and yield Reactants: ClC1=C(OCC(=O)O)C=CC(=C1Cl)C(C1=C(C=CC=C1)F)=NO (2,3-dichloro-4-(2-fluorobenzohydroximoyl)phenoxyacetic acid), [H-].[Na+] (sodium hydride), Cl (hydrochloric acid). Run in C1=CC=CC=C1 (benzene), CN(C=O)C (dimethylformamide), C1=CC=CC=C1 (benzene). Product: ClC1=C(C=CC=2C(=NOC21)C2=C(C=CC=C2)F)OCC(=O)O ({[7-chloro-3-(2-fluorophenyl)-1,2-benzisoxazol-6-yl]oxy}acetic acid). RXN SMILES: [Cl:1][C:2]1[C:12](Cl)=[C:11]([C:14](=[N:22][OH:23])[C:15]2[CH:20]=[CH:19][CH:18]=[CH:17][C:16]=2[F:21])[CH:10]=[CH:9][C:3]=1[O:4][CH2:5][C:6]([OH:8])=[O:7].[H-].[Na+].Cl>C1C=CC=CC=1.CN(C)C=O>[Cl:1][C:2]1[C:12]2[O:23][N:22]=[C:14]([C:15]3[CH:20]=[CH:19][CH:18]=[CH:17][C:16]=3[F:21])[C:11]=2[CH:10]=[CH:9][C:3]=1[O:4][CH2:5][C:6]([OH:8])=[O:7] |f:1.2|. Procedure: A mixture of 0.3 g of 2,3-dichloro-4-(2-fluorobenzohydroximoyl)phenoxyacetic acid and 0.05 g of sodium hydride in 5 ml of benzene and 5 ml of dimethylformamide is refluxed for 3 hours. To the mixture, after it has been permitted to cool there is added 5% hydrochloric acid causing the benzene to separate. The benzene is evaporated in vacuo and the resulting precipitate is collected by filtration and recrystallized from aqueous ethyl alcohol to yield the product {[7-chloro-3-(2-fluorophenyl)-1,2-b... Starting materials: COC(=O)C1(CCC1)C1=CC=C(C=C1)NC1=NC(=NC2=C1CCC2)Cl (1-[4-(2-chloro-6,7-dihydro-5H-cyclopentapyrimidin-4-ylamino)-phenyl]-cyclobutanecarboxylic acid methyl ester), CN1N=CC=C1B1OC(C)(C)C(C)(C)O1 (1-methyl-1H-pyrazole-5-boronic acid pinacol ester). Reagents/catalysts: C1=CC=C(C=C1)P([C-]2C=CC=C2)C3=CC=CC=C3.C1=CC=C(C=C1)P([C-]2C=CC=C2)C3=CC=CC=C3.Cl[Pd]Cl.[Fe+2] (dichloro[1,1′-bis(diphenylphosphino)ferrocene]palladium). Run at temperature 100 celsius. Yields the product COC(=O)C1(CCC1)C1=CC=C(C=C1)NC1=NC(=NC2=C1CCC2)C=2C=NN(C2)C (1-{4-[2-(1-methyl-1H-pyrazol-4-yl)-6,7-dihydro-5H-cyclopentapyrimidin-4-ylamino]-phenyl}-cyclobutanecarboxylic acid methyl ester). Isolated yield 47.8%. As a reaction SMILES: [CH3:1][O:2][C:3]([C:5]1([C:9]2[CH:14]=[CH:13][C:12]([NH:15][C:16]3[C:21]4[CH2:22][CH2:23][CH2:24][C:20]=4[N:19]=[C:18](Cl)[N:17]=3)=[CH:11][CH:10]=2)[CH2:8][CH2:7][CH2:6]1)=[O:4].[CH3:26][N:27]1[C:31](B2OC(C)(C)C(C)(C)O2)=[CH:30][CH:29]=[N:28]1>C1C=CC(P(C2C=CC=CC=2)[C-]2C=CC=C2)=CC=1.C1C=CC(P(C2C=CC=CC=2)[C-]2C=CC=C2)=CC=1.Cl[Pd]Cl.[Fe+2]>[CH3:1][O:2][C:3]([C:5]1([C:9]2[CH:14]=[CH:13][C:12]([NH:15][C:16]3[C:21]4[CH2:22][CH2:23][CH2:24][C:20]=4[N:19]=[C:18]([C:30]4[CH:29]=[N:28][N:27]([CH3:26])[CH:31]=4)[N:17]=3)=[CH:11][CH:10]=2)[CH2:8][CH2:7][CH2:6]1)=[O:4] |f:2.3.4.5|. Procedure: A glass tube was charged with 1-[4-(2-chloro-6,7-dihydro-5H-cyclopentapyrimidin-4-ylamino)-phenyl]-cyclobutanecarboxylic acid methyl ester (0.5 g, 1.4 mmol), 1-methyl-1H-pyrazole-5-boronic acid pinacol ester (0.42 g, 2 mmol), dichloro[1,1′-bis(diphenylphosphino)ferrocene]palladium (II) (0.081 g, 0.1 mmol) and alternatively purged and backfilled with nitrogen. After addition of anhydrous toluene (10 mL), EtOH (5 mL), and sodium carbonate (2M, 2 mL) the glass tube was sealed and heated at 100° C. ... The reactants are C(C)(C)O[N+](=O)[O-] (isopropylnitrate), C(C)(=O)O (acetic acid), CC(C)([O-])C.[K+] (Potassium tert-butoxide), C1(CC1)O[C@@H]1[C@]2(C)[C@@H](CC1)[C@@H]1CCC3=CC(CC[C@]3(C)[C@H]1CC2)=O (17β-(cyclopropyloxy)-androst-4-en-3-one). Solvent: C(C)(C)(C)O (tert-butanol), [Cl-].[Na+].O (brine), C(Cl)Cl (methylene chloride), C(C)(C)(C)O (tert-butanol). Conditions: time 18 hour. Product: C1(CC1)O[C@@H]1[C@]2(C)[C@@H](CC1)[C@@H]1CCC3=C(C(CC[C@]3(C)[C@H]1CC2)=O)[N+](=O)[O-] (17β-(cyclopropoxy)-4-nitro-androst-4-en-3-one). Yield: 39.6%. Reaction SMILES: CC(C)([O-])C.[K+].[CH:7]1([O:10][C@H:11]2[CH2:16][CH2:15][C@H:14]3[C@H:17]4[C@H:27]([CH2:28][CH2:29][C@:12]23[CH3:13])[C@:25]2([CH3:26])[C:20](=[CH:21][C:22](=[O:30])[CH2:23][CH2:24]2)[CH2:19][CH2:18]4)[CH2:9][CH2:8]1.C([O:34][N+:35]([O-])=[O:36])(C)C.C(O)(=O)C>C(O)(C)(C)C.[Cl-].[Na+].O.C(Cl)Cl>[CH:7]1([O:10][C@H:11]2[CH2:16][CH2:15][C@H:14]3[C@H:17]4[C@H:27]([CH2:28][CH2:29][C@:12]23[CH3:13])[C@:25]2([CH3:26])[C:20](=[C:21]([N+:35]([O-:36])=[O:34])[C:22](=[O:30])[CH2:23][CH2:24]2)[CH2:19][CH2:18]4)[CH2:8][CH2:9]1 |f:0.1,6.7.8|. Procedure details: Potassium tert-butoxide (109 g, 0.97 mol, 2.1 molar equivalents) is added to a stirred solution of 17β-(cyclopropyloxy)-androst-4-en-3-one (150 g, 0.46 mol) in tert-butanol (2 L) over 10 minutes at room temperature and under nitrogen. Continue stirring at room temperature for 18 hours, then add isopropylnitrate (48.2 g, 0.46 mol, 1.0 mol. equiv.) in tert-butanol (50 mL) over 30 minutes at room temperature. After an additional day of continuous stirring at room temperature, glacial acetic acid (1... Starting materials: N1(CCNCC1)C1=CC=C2C(C(=CN3CCCC1=C23)C(=O)O)=O (8-(1-piperazinyl)-6,7-dihydro-1-oxo-1H,5H-benzo[ij]quinolizine-2-carboxylic acid), C(O)([O-])=O.[Na+] (sodium hydrogen carbonate), O (water), C(C1=CC=CC=C1)(=O)Cl (benzoyl chloride). The solvent is CC(=O)C (acetone). Conditions: time 30 minute. Yields the product C(C1=CC=CC=C1)(=O)N1CCN(CC1)C1=CC=C2C(C(=CN3CCCC1=C23)C(=O)O)=O (8-(4-benzoyl-1-piperazinyl)-6,7-dihydro-1-oxo-1H,5H-benzo[ij]quinolizine-2-carboxylic acid). Yield: 90.1%. RXN SMILES: [N:1]1([C:7]2[C:18]3=[C:19]4[N:14]([CH2:15][CH2:16][CH2:17]3)[CH:13]=[C:12]([C:20]([OH:22])=[O:21])[C:11](=[O:23])[C:10]4=[CH:9][CH:8]=2)[CH2:6][CH2:5][NH:4][CH2:3][CH2:2]1.C(=O)([O-])O.[Na+].O.[C:30](Cl)(=[O:37])[C:31]1[CH:36]=[CH:35][CH:34]=[CH:33][CH:32]=1>CC(C)=O>[C:30]([N:4]1[CH2:5][CH2:6][N:1]([C:7]2[C:18]3=[C:19]4[N:14]([CH2:15][CH2:16][CH2:17]3)[CH:13]=[C:12]([C:20]([OH:22])=[O:21])[C:11](=[O:23])[C:10]4=[CH:9][CH:8]=2)[CH2:2][CH2:3]1)(=[O:37])[C:31]1[CH:36]=[CH:35][CH:34]=[CH:33][CH:32]=1 |f:1.2|. Reported procedure: 2.0 g of 8-(1-piperazinyl)-6,7-dihydro-1-oxo-1H,5H-benzo[ij]quinolizine-2-carboxylic acid and 1.2 g of sodium hydrogen carbonate were added to 30 ml of water and the mixture was stirred at room temperature for 30 minutes. 5 ml of acetone having dissolved therein 1.0 g of benzoyl chloride was added dropwise to the mixture while ice-cooling followed by stirring at the same temperature as above for 30 minutes and then at room temperature for 1.5 hours to precipitate crystals, which were separated b... Starting materials: C(C)OC(=O)N\C(=C/C(=O)OCC)\C(F)(F)F (ethyl 3-[(ethoxycarbonyl)amino]-4,4,4-trifluorocrotonate), NC=1C=CC2=C(C(=NS2)C=2C=C(C(=CC2)OC)C)C1 (5-amino-3-(6-methoxy-m-tolyl)-1,2-benzisothiazole), N12CCCCCC2=NCCC1 (1,8-diazabicyclo[5,4,0]undec-7-ene). Solvent: C=1(C(=CC=CC1)C)C (xylene). Product: ethyl acetate hexanes, COC1=CC=C(C=C1C)C1=NSC2=C1C=C(C=C2)N2C(NC(=CC2=O)C(F)(F)F)=O (3-[3-(6-Methoxy-m-tolyl)-1,2-benzisothiazol-5-yl)-6-(trifluoromethyl)-2,4(1H,3H)-pyrimidinedione). The yield is 72.0%. Reaction SMILES: C(O[C:4]([NH:6]/[C:7](/[C:14]([F:17])([F:16])[F:15])=[CH:8]\[C:9]([O:11]CC)=O)=[O:5])C.[NH2:18][C:19]1[CH:20]=[CH:21][C:22]2[S:26][N:25]=[C:24]([C:27]3[CH:28]=[C:29]([CH3:35])[C:30]([O:33][CH3:34])=[CH:31][CH:32]=3)[C:23]=2[CH:36]=1.N12CCCN=C1CCCCC2>C1(C)C(C)=CC=CC=1>[CH3:34][O:33][C:30]1[C:29]([CH3:35])=[CH:28][C:27]([C:24]2[C:23]3[CH:36]=[C:19]([N:18]4[C:9](=[O:11])[CH:8]=[C:7]([C:14]([F:15])([F:16])[F:17])[NH:6][C:4]4=[O:5])[CH:20]=[CH:21][C:22]=3[S:26][N:25]=2)=[CH:32][CH:31]=1. Procedure details: A mixture of ethyl 3-[(ethoxycarbonyl)amino]-4,4,4-trifluorocrotonate, (Z)-(2.04 g, 8 mmol), 5-amino-3-(6-methoxy-m-tolyl)-1,2-benzisothiazole (2.59 g, 9.6 mmol) and 1,8-diazabicyclo[5,4,0]undec-7-ene (DBU, 1.46 g, 9.6 mmol) in xylene (15 mL) is heated at 110° C. for 6 hours, cooled, and quenched with ethyl acetate and water. The resultant mixture is extracted with ethyl acetate. The organic extracts are combined, washed with aqueous 2 N hydrochloric acid, dried over anhydrous sodium sulfate, fi... Starting materials: O-methyl(ethyl) dichlorothiophosphate, C(=O)([O-])[O-].[K+].[K+] (K2CO3), C1(=CC=CC=C1)O (phenol). The solvent is C(C)#N (acetonitrile), C(C)#N (acetonitrile). Reaction conditions: time 1 hour. Product: CCCCCC.C(C)CC(=O)O (hexane ethylacetic acid), O-methyl(ethyl) O-aryl chlorothiophosphate. Reaction SMILES: [C:1]([O-:4])([O-])=[O:2].[K+].[K+].[C:7]1(O)[CH:12]=[CH:11][CH:10]=[CH:9][CH:8]=1>C(#N)C>[CH3:11][CH2:12][CH2:7][CH2:8][CH2:9][CH3:10].[CH2:7]([CH2:12][C:1]([OH:4])=[O:2])[CH3:8] |f:0.1.2,5.6|. Reported procedure: O-methyl(ethyl) O-aryl chlorothiophosphate, which was obtained by reacting O-methyl(ethyl) dichlorothiophosphate with phenol, was reacted with aminocarboxylic acid to give a hapten for immunoassay of phosphorothioate pesticides: to 46 mmol of O-methyl(ethyl) dichlorothiophosphate (10) dissolved in 30 mL of acetonitrile was added 45 g of ground K2CO3 and 42 mmol of phenol (11) dissolved in 30 mL of acetonitrile, and the mixture was stirred for 1 hour at room temperature. Then, the reaction mixtur... Reactants: C1CCNCC1, CN(C)C=CC=O, CC(=O)O, Cc1ccccc1, CN(C)C(=O)CC#N, O. Product: CN(C)C=CC=C(C#N)C(=O)N(C)C. RXN SMILES: [CH2:16]1[CH2:17][CH2:18][NH:19][CH2:20][CH2:21]1.[CH3:1][N:2]([CH:3]=[CH:4][CH:5]=[O:6])[CH3:7].[CH3:22][C:23](=[O:24])[OH:25].[CH3:26][c:27]1[cH:28][cH:29][cH:30][cH:31][cH:32]1.[CH3:8][N:9]([C:10]([CH2:11][C:12]#[N:13])=[O:14])[CH3:15].[OH2:33]>>[CH3:1][N:2]([CH:3]=[CH:4][CH:5]=[C:11]([C:10]([N:9]([CH3:8])[CH3:15])=[O:14])[C:12]#[N:13])[CH3:7].